The task is: describe an organic reaction: reactants, conditions, products, and yield. This data is from the Open Reaction Database (ORD), a public repository of structured organic reaction records. Starting materials: COC(C)(C)C, CC(=O)c1cccc([N+](=O)[O-])c1, O=S(=O)(Cl)Cl. Product: O=C(CCl)c1cccc([N+](=O)[O-])c1. Reaction SMILES: [C:18]([O:19][CH3:20])([CH3:21])([CH3:22])[CH3:23].[N+:1](=[O:2])([O-:3])[c:4]1[cH:5][c:6]([C:10]([CH3:11])=[O:12])[cH:7][cH:8][cH:9]1.[S:13]([Cl:14])(=[O:15])([Cl:16])=[O:17]>>[N+:1](=[O:2])([O-:3])[c:4]1[cH:5][c:6]([C:10]([CH2:11][Cl:16])=[O:12])[cH:7][cH:8][cH:9]1. As a reaction SMILES: [Na].[CH3:2][C:3]12[C:9]([CH3:11])([CH3:10])[CH:6]([CH2:7][CH2:8]1)[CH2:5][C:4]2=[N:12][OH:13].[CH2:14](Br)[C:15]#[CH:16]>CO>[CH2:16]([O:13][N:12]=[C:4]1[CH2:5][CH:6]2[C:9]([CH3:10])([CH3:11])[C:3]1([CH3:2])[CH2:8][CH2:7]2)[C:15]#[CH:14] |^1:0|. Solvent: CO (methanol). The yield is 80.9%. Reactants: CC12C(CC(CC1)C2(C)C)=NO ((±)-1,7,7-trimethyl-bicyclo[2,2,1]heptane-2-one-oxime), [Na] (sodium), C(C#C)Br (propargyl bromide). Yields the product C(C#C)ON=C1C2(CCC(C1)C2(C)C)C ((±)-2-(propargyloxyimino)-1,7,7-trimethyl-bicyclo[2,2,1]heptane). Run at time 1 hour. Reported procedure: 4.6 g (0.2 mole) of metallic sodium are dissolved in 200 ml of methanol, and 33.4 g (0.2 mole) of (±)-1,7,7-trimethyl-bicyclo[2,2,1]heptane-2-one-oxime are added to the solution. After one hour of boiling 23.8 g (0.2 mole) of propargyl bromide are introduced, and the reaction is continued for a further hour. The mixture is cooled, the separated sodium bromide is filtered off, the filtrate is concentrated, and the concentrate is subjected to fractional distillation in vacuo. 33.2 g (81%) of (±)-2...